describe an organic reaction: reactants, conditions, products, and yield From a dataset of the Open Reaction Database (ORD), a public repository of structured organic reaction records. RXN SMILES: [CH3:28][c:29]1[cH:30][cH:31][cH:32][cH:33][cH:34]1.[CH3:6][O:7][c:8]1[c:9]([NH:14][CH2:15][N:16]2[C:17](=[O:21])[O:18][CH2:19][CH2:20]2)[cH:10][cH:11][cH:12][cH:13]1.[Cl:1][CH2:2][C:3](=[O:4])[Cl:5].[cH:22]1[cH:23][cH:24][n:25][cH:26][cH:27]1>>[Cl:1][CH2:2][C:3](=[O:4])[N:14]([c:9]1[c:8]([O:7][CH3:6])[cH:13][cH:12][cH:11][cH:10]1)[CH2:15][N:16]1[C:17](=[O:21])[O:18][CH2:19][CH2:20]1. The reactants are Cc1ccccc1, COc1ccccc1NCN1CCOC1=O, O=C(Cl)CCl, c1ccncc1. The product is COc1ccccc1N(CN1CCOC1=O)C(=O)CCl. Starting materials: C1(CC1)N1C=C(C(C2=C(C(=C(C(=C12)F)F)F)N)=O)C(=O)O (1-cyclopropyl-5-amino-6,7,8-trifluoro-1,4-dihydro-4-oxoquinoline-3-carboxylic acid), BrC1=C2CNCC2=CC=C1 (4-bromoisoindoline), C1CCC2=NCCCN2CC1 (DBU). Run in CN(C)C=O (DMF). Yields the product BrC1=C2CN(CC2=CC=C1)C1=C(C(=C2C(C(=CN(C2=C1F)C1CC1)C(=O)O)=O)N)F (7(4-bromo-2-isoindolinyl)-1-cyclopropyl-5-amino-6,8-difluoro-1,4-dihydro-4-oxoquinoline-3-carboxylic acid). The yield is 34.3%. As a reaction SMILES: [CH:1]1([N:4]2[C:13]3[C:8](=[C:9]([NH2:17])[C:10]([F:16])=[C:11](F)[C:12]=3[F:14])[C:7](=[O:18])[C:6]([C:19]([OH:21])=[O:20])=[CH:5]2)[CH2:3][CH2:2]1.[Br:22][C:23]1[CH:31]=[CH:30][CH:29]=[C:28]2[C:24]=1[CH2:25][NH:26][CH2:27]2.C1CCN2C(=NCCC2)CC1>CN(C=O)C>[Br:22][C:23]1[CH:31]=[CH:30][CH:29]=[C:28]2[C:24]=1[CH2:25][N:26]([C:11]1[C:12]([F:14])=[C:13]3[C:8]([C:7](=[O:18])[C:6]([C:19]([OH:21])=[O:20])=[CH:5][N:4]3[CH:1]3[CH2:2][CH2:3]3)=[C:9]([NH2:17])[C:10]=1[F:16])[CH2:27]2. Procedure: 268 mg of 1-cyclopropyl-5-amino-6,7,8-trifluoro-1,4-dihydro-4-oxoquinoline-3-carboxylic acid, 198 mg of 4-bromoisoindoline, 274 mg of DBU, and 2 ml of anhydrous DMF were processed in the same manner as in Example 20 to produce 147 mg of the target compound. Starting materials: COC=C(C(=O)OC)c1ccccc1CBr, BrCCBr, C1CCOC1, C[Si](C)(C)Cl, [Cl-], O=C(Cl)c1ccccc1Cl, N#C[Cu]C#N, [Li+], [Zn]. As a reaction SMILES: [Br:10][CH2:11][c:12]1[c:13]([C:18]([C:19](=[O:20])[O:21][CH3:22])=[CH:23][O:24][CH3:25])[cH:14][cH:15][cH:16][cH:17]1.[Br:1][CH2:2][CH2:3][Br:4].[CH2:43]1[O:44][CH2:45][CH2:46][CH2:47]1.[CH3:5][Si:6]([CH3:7])([CH3:8])[Cl:9].[Cl-:32].[Cl:33][C:34](=[O:35])[c:36]1[cH:37][cH:38][cH:39][cH:40][c:41]1[Cl:42].[Cu:26]([C:27]#[N:28])[C:29]#[N:30].[Li+:31].[Zn:48]>>[CH2:11]([c:12]1[c:13]([C:18]([C:19](=[O:20])[O:21][CH3:22])=[CH:23][O:24][CH3:25])[cH:14][cH:15][cH:16][cH:17]1)[C:34](=[O:35])[c:36]1[cH:37][cH:38][cH:39][cH:40][c:41]1[Cl:42]. The product is COC=C(C(=O)OC)c1ccccc1CC(=O)c1ccccc1Cl. Reactants: CO, CN(C)c1ccncc1, CC(C)N=C=NC(C)C, ClCCl, [Na+], O=C([O-])O, O=C(O)CCc1cccnc1. Product: COC(=O)CCc1cccnc1. RXN SMILES: [CH3:29][OH:30].[CH3:31][N:32]([c:33]1[cH:34][cH:35][n:36][cH:37][cH:38]1)[CH3:39].[CH:12]([N:13]=[C:14]=[N:15][CH:16]([CH3:17])[CH3:18])([CH3:19])[CH3:20].[Cl:26][CH2:27][Cl:28].[Na+:25].[O-:21][C:22]([OH:23])=[O:24].[n:1]1[cH:2][c:3]([CH2:7][CH2:8][C:9](=[O:10])[OH:11])[cH:4][cH:5][cH:6]1>>[n:1]1[cH:2][c:3]([CH2:7][CH2:8][C:9](=[O:10])[O:11][CH3:12])[cH:4][cH:5][cH:6]1. The reactants are COC(=O)C=1NC2=CC(=CC(=C2C(C1)=O)C)Br (methyl-7-bromo-5-methyl-4-oxo-1,4-dihydroquinoline-2-carboxylate), [OH-].[Na+] (sodium hydroxide), [CH]Cl (cHCl). Run in O (water). The product is BrC1=CC(=C2C(C=C(NC2=C1)C(=O)O)=O)C (7-bromo-5-methyl-4-oxo-1,4-dihydroquinoline-2-carboxylic acid). Isolated yield 91.9%. Reaction SMILES: C[O:2][C:3]([C:5]1[NH:6][C:7]2[C:12]([C:13](=[O:15])[CH:14]=1)=[C:11]([CH3:16])[CH:10]=[C:9]([Br:17])[CH:8]=2)=[O:4].[OH-].[Na+].[CH]Cl>O>[Br:17][C:9]1[CH:8]=[C:7]2[C:12]([C:13](=[O:15])[CH:14]=[C:5]([C:3]([OH:4])=[O:2])[NH:6]2)=[C:11]([CH3:16])[CH:10]=1 |f:1.2,^3:19|. Reported procedure: A solution of methyl-7-bromo-5-methyl-4-oxo-1,4-dihydroquinoline-2-carboxylate (0.40 g) in water (10 ml) containing sodium hydroxide (0.22 g) was refluxed for 10 minutes, then acidified with cHCl. The precipitate was collected and recrystallised from H2O/EtOH/NaOH on addition of cHCl to give 7-bromo-5-methyl-4-oxo-1,4-dihydroquinoline-2-carboxylic acid (0.35 g), mp 299° C. (dec.). m/e 283, 281 (M+); δ (360 MHz, NaOD-D2O) 2.86 (3H, s, CH3), 6.85 (1H, s, 3-H), 7.22 (1H, d, 6-H) and 7.83 (1H. d, 8-...